This data is from the Open Reaction Database (ORD), a public repository of structured organic reaction records. The task is: describe an organic reaction: reactants, conditions, products, and yield Reactants: C(#N)C=1C=C2C(=C(NC2=CC1)[Si](CC)(CC)CC)CCNC(C1=CC=C(C=C1)CC1=CC(=CC=C1)F)=O (N-(2-(5-Cyano-2-(triethylsilyl)-1H-indol-3-yl)ethyl)-4-(3-fluorobenzyl)benzamide). The solvent is FC(C(=O)O)(F)F (trifluoroacetic acid). Conditions: time 3 hour. The product is C(#N)C=1C=C2C(=CNC2=CC1)CCNC(C1=CC=C(C=C1)CC1=CC(=CC=C1)F)=O (N-(2-(5-Cyano-1H-indol-3-yl)ethyl)-4-(3-fluorobenzyl)benzamide). Isolated yield 30.0%. As a reaction SMILES: [C:1]([C:3]1[CH:4]=[C:5]2[C:9](=[CH:10][CH:11]=1)[NH:8][C:7]([Si](CC)(CC)CC)=[C:6]2[CH2:19][CH2:20][NH:21][C:22](=[O:37])[C:23]1[CH:28]=[CH:27][C:26]([CH2:29][C:30]2[CH:35]=[CH:34][CH:33]=[C:32]([F:36])[CH:31]=2)=[CH:25][CH:24]=1)#[N:2]>FC(F)(F)C(O)=O>[C:1]([C:3]1[CH:4]=[C:5]2[C:9](=[CH:10][CH:11]=1)[NH:8][CH:7]=[C:6]2[CH2:19][CH2:20][NH:21][C:22](=[O:37])[C:23]1[CH:28]=[CH:27][C:26]([CH2:29][C:30]2[CH:35]=[CH:34][CH:33]=[C:32]([F:36])[CH:31]=2)=[CH:25][CH:24]=1)#[N:2]. Procedure details: N-(2-(5-Cyano-2-(triethylsilyl)-1H-indol-3-yl)ethyl)-4-(3-fluorobenzyl)benzamide (0.056 g; 0.109 mmol) was dissolved in trifluoroacetic acid (3 mL) and stirred at room temperature for 3 hours. The solution was concentrated under reduced pressure and the crude material was purified by flash chromatography on silica gel (eluent 20 to 100% ethyl acetate in heptane) to afford 0.013 g (29%) of the title compound as a white solid. Starting materials: O (water), N#CBr (cyanogen bromide), CO3, CN1CCN(CC1)C1=NNC2=CC=CC=C12 (3-(4-methyl-1-piperazinyl)-1H-indazole). Solvent: CS(=O)C (dimethylsulfoxide), CS(=O)C (dimethylsulfoxide). Conditions: time 1 hour. The product is N1N=C(C2=CC=CC=C12)N1CCN(CC1)C#N (4-(1H-indazol-3-yl)-1-piperazinecarbonitrile). RXN SMILES: [N:1]#[C:2]Br.C[N:5]1[CH2:10][CH2:9][N:8]([C:11]2[C:19]3[C:14](=[CH:15][CH:16]=[CH:17][CH:18]=3)[NH:13][N:12]=2)[CH2:7][CH2:6]1.O>CS(C)=O>[NH:13]1[C:14]2[C:19](=[CH:18][CH:17]=[CH:16][CH:15]=2)[C:11]([N:8]2[CH2:7][CH2:6][N:5]([C:2]#[N:1])[CH2:10][CH2:9]2)=[N:12]1. Procedure details: To a stirred mixture of cyanogen bromide (5.3 g, 0.05 mol), K2 CO3 (7.1 g) and dimethylsulfoxide (40 ml) was added, dropwise, 3-(4-methyl-1-piperazinyl)-1H-indazole (1 1.0 g 0.051 mol) dissolved in dimethylsulfoxide (60 ml). The reaction was stirred at ambient temperature for 1 hour, and then it was poured into water. The aqueous suspension was extracted with ethyl acetate, the ethyl acetate was washed (H2O), dried (MgSO4), and concentrated to afford 7.8 g (67%) of a ye llow solid. This sample w... Reactants: BrC1=CC=C(NC(C)=O)C=C1 (4′-bromoacetoanilide), CC(C)(C(CC(C(C)(C)C)=O)=O)C (2,2,6,6-tetramethyl-3,5-heptanedione), C([O-])([O-])=O.[Cs+].[Cs+] (cesium carbonate), FC1=CC(=C(C=C1)O)C (4-fluoro-2-methylphenol). The reagents and catalysts are [Cu]Cl (copper(I) chloride). Run in O (water), CN1C(CCC1)=O (N-methyl-2-pyrrolidone). Run at temperature 200 celsius. Yields the product FC1=CC(=C(OC2=CC=C(N)C=C2)C=C1)C (4-(4-fluoro-2-methylphenoxy)aniline). The yield is 27.0%. As a reaction SMILES: Br[C:2]1[CH:11]=[CH:10][C:5]([NH:6]C(=O)C)=[CH:4][CH:3]=1.CC(C)(C(=O)CC(=O)C(C)(C)C)C.C(=O)([O-])[O-].[Cs+].[Cs+].[F:31][C:32]1[CH:37]=[CH:36][C:35]([OH:38])=[C:34]([CH3:39])[CH:33]=1>O.[Cu]Cl.CN1CCCC1=O>[F:31][C:32]1[CH:37]=[CH:36][C:35]([O:38][C:2]2[CH:3]=[CH:4][C:5]([NH2:6])=[CH:10][CH:11]=2)=[C:34]([CH3:39])[CH:33]=1 |f:2.3.4|. Procedure: A microwave vessel was charged with 4′-bromoacetoanilide (1.19 g, 5.56 mmol), 2,2,6,6-tetramethyl-3,5-heptanedione (0.23 mL, 1.1 mmol), copper(I) chloride (0.22 g, 2.2 mmol), cesium carbonate (5.42 g, 16.7 mmol), 4-fluoro-2-methylphenol (0.70 g, 5.6 mmol), and N-methyl-2-pyrrolidone (5 mL). The reaction mixture was heated at 200° C. in a microwave oven for 20 minutes. The reaction mixture then was cooled to ambient temperature and diluted with deionized water (20 mL). The dilution was extracted ... Reactants: NC=1SC(=NN1)CCC1=CC=CC=C1 (2-amino-5-(β-phenylethyl)-1,3,4-thiadiazole), C(C)OC(=O)C#CC(=O)OCC (acetylene dicarboxylic acid diethyl ester). Solvent: C(C)O (ethanol). Reaction conditions: time 8 hour. The product is C(C)OC(=O)C1=CC(N=C2N1N=C(S2)CCC2=CC=CC=C2)=O (2-(β-Phenylethyl)-7H-1,3,4-thiadiazolo-[3,2-a]-pyrimidin-7-one-5-carboxylic acid ethyl ester). As a reaction SMILES: [NH2:1][C:2]1[S:3][C:4]([CH2:7][CH2:8][C:9]2[CH:14]=[CH:13][CH:12]=[CH:11][CH:10]=2)=[N:5][N:6]=1.[CH2:15]([O:17][C:18]([C:20]#[C:21][C:22](OCC)=[O:23])=[O:19])[CH3:16]>C(O)C>[CH2:15]([O:17][C:18]([C:20]1[N:6]2[N:5]=[C:4]([CH2:7][CH2:8][C:9]3[CH:14]=[CH:13][CH:12]=[CH:11][CH:10]=3)[S:3][C:2]2=[N:1][C:22](=[O:23])[CH:21]=1)=[O:19])[CH3:16]. Procedure details: 8.1 g of 2-amino-5-(β-phenylethyl)-1,3,4-thiadiazole are heated with 6.8 g of acetylene dicarboxylic acid diethyl ester in 100 ml of ethanol until a clear solution has formed. After standing overnight, the solution is concentrated by evaporation to dryness. The residue crystallises on triturating with ether. 2-(β-Phenylethyl)-7H-1,3,4-thiadiazolo-[3,2-a]-pyrimidin-7-one-5-carboxylic acid ethyl ester melting at 95° to 98° C. is thus obtained. Starting materials: CC(C)(C)[O-], O=C(Nc1ccc(F)cc1)c1ccc(Cl)nc1, Cl, [K+], CN(C)C=O, O, O=C(O)CCS. Yields the product O=C(O)CCSc1ccc(C(=O)Nc2ccc(F)cc2)cn1. As a reaction SMILES: [CH3:24][C:25]([CH3:26])([O-:27])[CH3:28].[Cl:1][c:2]1[n:3][cH:4][c:5]([C:6](=[O:7])[NH:8][c:9]2[cH:10][cH:11][c:12]([F:15])[cH:13][cH:14]2)[cH:16][cH:17]1.[ClH:30].[K+:29].[O:31]=[CH:32][N:33]([CH3:34])[CH3:35].[OH2:36].[SH:18][CH2:19][CH2:20][C:21](=[O:22])[OH:23]>>[c:2]1([S:18][CH2:19][CH2:20][C:21](=[O:22])[OH:23])[n:3][cH:4][c:5]([C:6](=[O:7])[NH:8][c:9]2[cH:10][cH:11][c:12]([F:15])[cH:13][cH:14]2)[cH:16][cH:17]1. Reactants: CC#N, OC1(c2cc(F)cc(Cl)c2)CCNC1, CCI, [Na+], [Na+], O=C([O-])[O-], O=C(O)C(=O)O. Yields the product CCN1CCC(O)(c2cc(F)cc(Cl)c2)C1. Reaction SMILES: [CH3:30][C:31]#[N:32].[Cl:1][c:2]1[cH:3][c:4]([C:9]2([OH:14])[CH2:10][NH:11][CH2:12][CH2:13]2)[cH:5][c:6]([F:8])[cH:7]1.[I:21][CH2:22][CH3:23].[Na+:15].[Na+:16].[O-:17][C:18](=[O:19])[O-:20].[OH:24][C:25]([C:26](=[O:27])[OH:28])=[O:29]>>[Cl:1][c:2]1[cH:3][c:4]([C:9]2([OH:14])[CH2:10][N:11]([CH2:22][CH3:23])[CH2:12][CH2:13]2)[cH:5][c:6]([F:8])[cH:7]1. Reactants: O.O1CCN(CC1)CC1=CC=C(COC2=C3CN(C(C3=CC=C2)=O)[C@@H]2C(NC(CC2)=O)=O)C=C1 ((S)-3-(4-((4-(morpholinomethyl)benzyl)oxy)-1-oxoisoindolin-2-yl)piperidine-2,6-dione hydrate), hydrate. Solvent: C1CCOC1 (THF). Yields the product O1CCN(CC1)CC1=CC=C(COC2=C3CN(C(C3=CC=C2)=O)[C@@H]2C(NC(CC2)=O)=O)C=C1 ((S)-3-(4-((4-(morpholinomethyl)benzyl)oxy)-1-oxoisoindolin-2-yl)piperidine-2,6-dione). Reaction SMILES: O.[O:2]1[CH2:7][CH2:6][N:5]([CH2:8][C:9]2[CH:34]=[CH:33][C:12]([CH2:13][O:14][C:15]3[CH:23]=[CH:22][CH:21]=[C:20]4[C:16]=3[CH2:17][N:18]([C@H:25]3[CH2:30][CH2:29][C:28](=[O:31])[NH:27][C:26]3=[O:32])[C:19]4=[O:24])=[CH:11][CH:10]=2)[CH2:4][CH2:3]1>C1COCC1>[O:2]1[CH2:7][CH2:6][N:5]([CH2:8][C:9]2[CH:34]=[CH:33][C:12]([CH2:13][O:14][C:15]3[CH:23]=[CH:22][CH:21]=[C:20]4[C:16]=3[CH2:17][N:18]([C@H:25]3[CH2:30][CH2:29][C:28](=[O:31])[NH:27][C:26]3=[O:32])[C:19]4=[O:24])=[CH:11][CH:10]=2)[CH2:4][CH2:3]1 |f:0.1|. Procedure details: Initially the eeeu was evaluated using (S)-3-(4-((4-(morpholinomethyl)benzyl)oxy)-1-oxoisoindolin-2-yl)piperidine-2,6-dione freebase and its corresponding anhydrous freebase racemic compound in acetonitrile at 22° C., and was found to be was unfavorably high (94.7%). A hydrated form of (S)-3-(4-((4-(morpholinomethyl)benzyl)oxy)-1-oxoisoindolin-2-yl)piperidine-2,6-dione freebase was subsequently obtained, and the eeeu of the (S)-3-(4-((4-(morpholinomethyl)benzyl)oxy)-1-oxoisoindolin-2-yl)piperidi...